This data is from the Open Reaction Database (ORD), a public repository of structured organic reaction records. The task is: describe an organic reaction: reactants, conditions, products, and yield Procedure details: A mixture of [(2R)-8-methyl-2,3-dihydro[1,4]dioxino[2,3-f]quinolin-2-yl]methyl 4-bromobenzenesulfonate (151 mg, 0.669 mmol) and 3-(5-fluoro-benzo[b]thiophen-3-yl)-propylamine (140 mg, 0.335 mmol) in anhydrous dimethylsulfoxide (7 mL) was stirred at ambient temperature for three days without any apparent reaction occurring. The reaction was then heated at 40° C. for two days, resulting in complete conversion. The cooled reaction was diluted with saturated aqueous sodium bicarbonate (35 mL) and ex... Yield: 63.6%. The reactants are BrC1=CC=C(C=C1)S(=O)(=O)OC[C@H]1COC=2C(=C3C=CC(=NC3=CC2)C)O1 ([(2R)-8-methyl-2,3-dihydro[1,4]dioxino[2,3-f]quinolin-2-yl]methyl 4-bromobenzenesulfonate), FC1=CC2=C(SC=C2CCCN)C=C1 (3-(5-fluoro-benzo[b]thiophen-3-yl)-propylamine). The product is FC=1C=CC2=C(C(=CS2)CCCNC[C@H]2COC=3C(=C4C=CC(=NC4=CC3)C)O2)C1 (N-[3-(5-Fluoro-1-benzothien-3-yl)propyl]-N-{[(2S)-8-methyl-2,3-dihydro[1,4]dioxino[2,3-f]quinolin-2-yl]methyl}amine). The solvent is CS(=O)C (dimethylsulfoxide), C([O-])(O)=O.[Na+] (sodium bicarbonate). Conditions: time 3 day. Reaction SMILES: BrC1C=CC(S(O[CH2:12][C@@H:13]2[O:27][C:17]3=[C:18]4[C:23](=[CH:24][CH:25]=[C:16]3[O:15][CH2:14]2)[N:22]=[C:21]([CH3:26])[CH:20]=[CH:19]4)(=O)=O)=CC=1.[F:28][C:29]1[CH:41]=[CH:40][C:32]2[S:33][CH:34]=[C:35]([CH2:36][CH2:37][CH2:38][NH2:39])[C:31]=2[CH:30]=1>CS(C)=O.C(=O)(O)[O-].[Na+]>[F:28][C:29]1[CH:41]=[CH:40][C:32]2[S:33][CH:34]=[C:35]([CH2:36][CH2:37][CH2:38][NH:39][CH2:12][C@@H:13]3[O:27][C:17]4=[C:18]5[C:23](=[CH:24][CH:25]=[C:16]4[O:15][CH2:14]3)[N:22]=[C:21]([CH3:26])[CH:20]=[CH:19]5)[C:31]=2[CH:30]=1 |f:3.4|. The reactants are [H][H] (hydrogen), C1(=CC=CC=C1)CN(CC(O)C1OC2=C(CC1)C=CC=C2)CC(O)C2OC1=C(CC2)C=CC=C1 (α,α'-[[(phenylmethyl)imino]bis(methylene)]bis[3,4-dihydro-2H-1-benzopyran-2-methanol]). The reagents and catalysts are [Pd] (palladium-on-charcoal). The solvent is CO (methanol). Yields the product N(CC(O)C1OC2=C(CC1)C=CC=C2)CC(O)C2OC1=C(CC2)C=CC=C1 (α,α'-[iminobis(methylene)]bis[3,4-dihydro-2H-1-benzopyran-2-methanol]). Reaction SMILES: C1(C[N:8]([CH2:22][CH:23]([CH:25]2[CH2:30][CH2:29][C:28]3[CH:31]=[CH:32][CH:33]=[CH:34][C:27]=3[O:26]2)[OH:24])[CH2:9][CH:10]([CH:12]2[CH2:17][CH2:16][C:15]3[CH:18]=[CH:19][CH:20]=[CH:21][C:14]=3[O:13]2)[OH:11])C=CC=CC=1.[H][H]>[Pd].CO>[NH:8]([CH2:9][CH:10]([CH:12]1[CH2:17][CH2:16][C:15]2[CH:18]=[CH:19][CH:20]=[CH:21][C:14]=2[O:13]1)[OH:11])[CH2:22][CH:23]([CH:25]1[CH2:30][CH2:29][C:28]2[CH:31]=[CH:32][CH:33]=[CH:34][C:27]=2[O:26]1)[OH:24]. Procedure details: A mixture of 3 parts of (A+A+)-α,α'-[[(phenylmethyl)imino]bis(methylene)]bis[3,4-dihydro-2H-1-benzopyran-2-methanol] and 120 parts of methanol was hydrogenated at normal pressure and at room temperature with 2 parts of palladium-on-charcoal catalyst 10%. After the calculated amount of hydrogen was taken up, the catalyst was filtered off and the filtrate was evaporated. The residue was taken up in dichloromethane. The organic phase was washed with a 10% sodium hydroxide solution and with water, d... Reactants: COCCNC(=O)N1CC(CC(C1)C1=CC=C(C=C1)C(F)(F)F)C(=O)OC (Methyl 1-[(2-methoxyethyl)carbamoyl]-5-[4-(trifluoromethyl)phenyl]piperidine-3-carboxylate), CC(C)([O-])C.[K+] (potassium tert-butoxide). Yields the product COCCNC(=O)N1CC(CC(C1)C1=CC=C(C=C1)C(F)(F)F)C(=O)O (1-[(2-Methoxyethyl)carbamoyl]-5-[4-(trifluoromethyl)phenyl]piperidine-3-carboxylic acid). As a reaction SMILES: [CH3:1][O:2][CH2:3][CH2:4][NH:5][C:6]([N:8]1[CH2:13][CH:12]([C:14]2[CH:19]=[CH:18][C:17]([C:20]([F:23])([F:22])[F:21])=[CH:16][CH:15]=2)[CH2:11][CH:10]([C:24]([O:26]C)=[O:25])[CH2:9]1)=[O:7].CC(C)([O-])C.[K+]>>[CH3:1][O:2][CH2:3][CH2:4][NH:5][C:6]([N:8]1[CH2:13][CH:12]([C:14]2[CH:19]=[CH:18][C:17]([C:20]([F:21])([F:22])[F:23])=[CH:16][CH:15]=2)[CH2:11][CH:10]([C:24]([OH:26])=[O:25])[CH2:9]1)=[O:7] |f:1.2|. Reported procedure: 2.94 g (7.57 mmol) of the compound from Example 104A and 8.49 g (75.70 mmol) of potassium tert-butoxide were reacted according to the General Method 9A. Yield: 2.46 g (80% of theory, 92% pure)